This data is from the Open Reaction Database (ORD), a public repository of structured organic reaction records. The task is: describe an organic reaction: reactants, conditions, products, and yield Reactants: O=C([O-])[O-], CN(C)C=O, Clc1cccnc1Cl, [Cs+], [Cs+], O, c1cn[nH]c1. Reaction SMILES: [C:14](=[O:15])([O-:16])[O-:17].[CH3:20][N:21]([CH3:22])[CH:23]=[O:24].[Cl:6][c:7]1[n:8][cH:9][cH:10][cH:11][c:12]1[Cl:13].[Cs+:18].[Cs+:19].[OH2:25].[nH:1]1[n:2][cH:3][cH:4][cH:5]1>>[n:1]1(-[c:7]2[n:8][cH:9][cH:10][cH:11][c:12]2[Cl:13])[n:2][cH:3][cH:4][cH:5]1. Yields the product Clc1cccnc1-n1cccn1.